Dataset: the Open Reaction Database (ORD), a public repository of structured organic reaction records. Task: describe an organic reaction: reactants, conditions, products, and yield Reactants: C1CCC2=NCCCN2CC1 (DBU), 6-methyl-1-(3-oxo-1-pentyl)-(1H)-3,4-dihydroquinolin-2-thione, compound 4, COS(=O)(=O)OC (Me2SO4), C1(=CC=CC=C1)C (toluene). Solvent: ClCCl (dichloromethane). Reaction conditions: time 15 minute. The product is CC=1C=CC2=C(CCC3=C(C(CCN23)=O)C)C1 (8-methyl-2,3,5,6-tetrahydro-4-methyl-(1H)-benzo[c]quinolizin-3-one). Yield: 50.0%. As a reaction SMILES: COS([O:6][CH3:7])(=O)=O.[CH2:8]1[CH2:18][CH2:17][N:16]2[C:11](=N[CH2:13][CH2:14][CH2:15]2)[CH2:10][CH2:9]1.[C:19]1([CH3:25])[CH:24]=CC=[CH:21][CH:20]=1>ClCCl>[CH3:25][C:19]1[CH:20]=[CH:21][C:17]2[N:16]3[C:15](=[C:14]([CH3:13])[C:7](=[O:6])[CH2:10][CH2:11]3)[CH2:9][CH2:8][C:18]=2[CH:24]=1. Procedure: To a solution of 6-methyl-1-(3-oxo-1-pentyl)-(1H)-3,4-dihydroquinolin-2-thione [compound 4 wherein (QW)n=Me, R1=R3=R4=R5=H, R2=Me] (350 mg, 1.40 mmol) in anhydrous toluene (4 ml) is added Me2SO4 (227 ml, 2.40 mmol) under stirring and nitrogen atmosphere. The solution is heated at reflux and after 5 min a red oil begins to separate. After further 15 min, DBU (365 ml, 2.40 mmol) is added dropwise to the refluxing two-phase reaction mixture, causing after a few minutes, a darkening of the mixture. ... Starting materials: C(N)(=O)OCC=1CS[C@H]2N(C1C(=O)[O-])C([C@H]2NC(C(=NOC)C=2OC=CC2)=O)=O.[Na+] (sodium (6R,7R)-3-carbamoyloxymethyl-7-[2-(fur-2-yl)-2-methoxyiminoacetamido]ceph-3-em-4-carboxylate), [Na] (sodium), O (water), Cl (hydrochloric acid). Reaction conditions: time 30 minute. Product: C(N)(=O)OCC=1C[S@@]([C@H]2N(C1C(=O)O)C([C@H]2NC(C(=NOC)C=2OC=CC2)=O)=O)=O ((1S,6R,7R)-3-Carbamoyloxymethyl-7-[2-(fur-2-yl)-2-methoxyiminoacetamido]ceph-3-em-4-carboxylic Acid 1-Oxide). As a reaction SMILES: [C:1]([O:4][CH2:5][C:6]1[CH2:7][S:8][C@@H:9]2[C@H:16]([NH:17][C:18](=[O:28])[C:19]([C:23]3[O:24][CH:25]=[CH:26][CH:27]=3)=[N:20][O:21][CH3:22])[C:15](=[O:29])[N:10]2[C:11]=1[C:12]([O-:14])=[O:13])(=[O:3])[NH2:2].[Na+].[Na].Cl.[OH2:33]>>[C:1]([O:4][CH2:5][C:6]1[CH2:7][S@:8](=[O:33])[C@@H:9]2[C@H:16]([NH:17][C:18](=[O:28])[C:19]([C:23]3[O:24][CH:25]=[CH:26][CH:27]=3)=[N:20][O:21][CH3:22])[C:15](=[O:29])[N:10]2[C:11]=1[C:12]([OH:14])=[O:13])(=[O:3])[NH2:2] |f:0.1,^1:30|. Procedure details: To a stirred solution of sodium (6R,7R)-3-carbamoyloxymethyl-7-[2-(fur-2-yl)-2-methoxyiminoacetamido]ceph-3-em-4-carboxylate (syn isomer) (2.59 g) in water (25 ml) was added sodium metaperidoate (1.93 g). The solution was stirred for 30 minutes at ambient temperature and then acidified by the dropwise addition of 2N aqueous hydrochloric acid. The resulting precipitate was collected, washed successively with water, ethanol and ether and then dried in vacuo to afford the title compound as a white ...